describe an organic reaction: reactants, conditions, products, and yield From a dataset of the Open Reaction Database (ORD), a public repository of structured organic reaction records. The reactants are N12CC3C(C(CC(C1)C3)C2)O (1-azaadamantan-4-ol), ClC=1N=NC(=CC1)Cl (3,6-dichloropyridazine). Reaction SMILES: [N:1]12[CH2:10][CH:5]3[CH2:6][CH:7]([CH2:9][CH:3]([CH:4]3[OH:11])[CH2:2]1)[CH2:8]2.[Cl:12][C:13]1[N:14]=[N:15][C:16](Cl)=[CH:17][CH:18]=1>>[Cl:12][C:13]1[N:14]=[N:15][C:16]([O:11][CH:4]2[CH:5]3[CH2:10][N:1]4[CH2:8][CH:7]([CH2:9][CH:3]2[CH2:2]4)[CH2:6]3)=[CH:17][CH:18]=1. Yields the product ClC1=CC=C(N=N1)OC1C2CN3CC(CC1C3)C2 (4-(6-Chloropyridazin-3-yloxy)-1-azatricyclo[3.3.1.13,7]decane). Procedure details: Prepared from 1-azaadamantan-4-ol (3:2 diastereomer mixture; 150 mg, 0.979 mmol; see WO 9215579) and 3,6-dichloropyridazine (182 mg, 1.22 mmol; Aldrich) according to Method B to afford the title compound as a mixture of stereoisomers: MS (DCI/NH3) m/z=266 (M+H)+. The reactants are COC(=O)c1ccc(C(CC(C)(C)C)Oc2cnc(Cl)c(C)c2)cc1, CO, [Na+], [OH-]. Product: Cc1cc(OC(CC(C)(C)C)c2ccc(C(=O)O)cc2)cnc1Cl. RXN SMILES: [CH3:1][O:2][C:3]([c:4]1[cH:5][cH:6][c:7]([CH:10]([CH2:11][C:12]([CH3:13])([CH3:14])[CH3:15])[O:16][c:17]2[cH:18][n:19][c:20]([Cl:24])[c:21]([CH3:23])[cH:22]2)[cH:8][cH:9]1)=[O:25].[CH3:28][OH:29].[Na+:27].[OH-:26]>>[O:2]=[C:3]([c:4]1[cH:5][cH:6][c:7]([CH:10]([CH2:11][C:12]([CH3:13])([CH3:14])[CH3:15])[O:16][c:17]2[cH:18][n:19][c:20]([Cl:24])[c:21]([CH3:23])[cH:22]2)[cH:8][cH:9]1)[OH:25].